From a dataset of the Open Reaction Database (ORD), a public repository of structured organic reaction records. describe an organic reaction: reactants, conditions, products, and yield Reactants: [OH-].[Na+] (sodium hydroxide), C(C)(=O)NC=1C=C(C=CC1)C=1NC(C(C#N)=CC1)=O (6-(3-acetylaminophenyl)-1,2-dihydro-2-oxonicotinonitrile), [OH-].[K+] (potassium hydroxide), Cl (hydrochloric acid). The solvent is O (water). Product: NC=1C=C(C=CC1)C=1NC(C(C(=O)O)=CC1)=O (6-(3-aminophenyl)-1,2-dihydro-2-oxonicotinic acid). Reaction SMILES: C([NH:4][C:5]1[CH:6]=[C:7]([C:11]2[NH:12][C:13](=[O:19])[C:14](=[CH:17][CH:18]=2)[C:15]#N)[CH:8]=[CH:9][CH:10]=1)(=O)C.[OH-:20].[K+].Cl.[OH-:23].[Na+]>O>[NH2:4][C:5]1[CH:6]=[C:7]([C:11]2[NH:12][C:13](=[O:19])[C:14](=[CH:17][CH:18]=2)[C:15]([OH:23])=[O:20])[CH:8]=[CH:9][CH:10]=1 |f:1.2,4.5|. Procedure details: A mixture of 92.5 g (0.37 mol) of 6-(3-acetylaminophenyl)-1,2-dihydro-2-oxonicotinonitrile, 185 g of potassium hydroxide, and 740 ml of water is heated at 105° for 30 hrs. The cooled reaction mixture is poured into 285 ml of concentrated hydrochloric acid and ice. The pH of the suspension is adjusted to 5.0 with aqueous sodium hydroxide solution and the solid filtered, washed with water, and dried to give 81.2 g of 6-(3-aminophenyl)-1,2-dihydro-2-oxonicotinic acid. ##EQU49## The reactants are CCCCOC(=O)C1OC(c2ccc(Br)cc2)OC1C(=O)OCCCC, C#Cc1ccc(C2CCC(CCC)CC2)cc1, CCCCCC, [Cl-], [Cl-], [Li]CCCC, C1CCOC1, [Pd], [Zn+2], c1ccc(P(c2ccccc2)c2ccccc2)cc1, c1ccc(P(c2ccccc2)c2ccccc2)cc1, c1ccc(P(c2ccccc2)c2ccccc2)cc1, c1ccc(P(c2ccccc2)c2ccccc2)cc1. The product is CCCCOC(=O)C1OC(c2ccc(C#Cc3ccc(C4CCC(CCC)CC4)cc3)cc2)OC1C(=O)OCCCC. Reaction SMILES: [Br:23][c:24]1[cH:25][cH:26][c:27]([CH:30]2[O:31][CH:32]([C:42](=[O:43])[O:44][CH2:45][CH2:46][CH2:47][CH3:48])[CH:33]([C:35](=[O:36])[O:37][CH2:38][CH2:39][CH2:40][CH3:41])[O:34]2)[cH:28][cH:29]1.[CH2:6]([CH2:7][CH3:8])[CH:9]1[CH2:10][CH2:11][CH:12]([c:15]2[cH:16][cH:17][c:18]([C:21]#[CH:22])[cH:19][cH:20]2)[CH2:13][CH2:14]1.[CH3:49][CH2:50][CH2:51][CH2:52][CH2:53][CH3:54].[Cl-:60].[Cl-:62].[Li:1][CH2:2][CH2:3][CH2:4][CH3:5].[O:55]1[CH2:56][CH2:57][CH2:58][CH2:59]1.[Pd:63].[Zn+2:61].[c:102]1([P:103]([c:104]2[cH:105][cH:106][cH:107][cH:108][cH:109]2)[c:110]2[cH:111][cH:112][cH:113][cH:114][cH:115]2)[cH:116][cH:117][cH:118][cH:119][cH:120]1.[c:121]1([P:122]([c:123]2[cH:124][cH:125][cH:126][cH:127][cH:128]2)[c:129]2[cH:130][cH:131][cH:132][cH:133][cH:134]2)[cH:135][cH:136][cH:137][cH:138][cH:139]1.[c:64]1([P:65]([c:66]2[cH:67][cH:68][cH:69][cH:70][cH:71]2)[c:72]2[cH:73][cH:74][cH:75][cH:76][cH:77]2)[cH:78][cH:79][cH:80][cH:81][cH:82]1.[c:83]1([P:84]([c:85]2[cH:86][cH:87][cH:88][cH:89][cH:90]2)[c:91]2[cH:92][cH:93][cH:94][cH:95][cH:96]2)[cH:97][cH:98][cH:99][cH:100][cH:101]1>>[CH2:6]([CH2:7][CH3:8])[CH:9]1[CH2:10][CH2:11][CH:12]([c:15]2[cH:16][cH:17][c:18]([C:21]#[C:22][c:24]3[cH:25][cH:26][c:27]([CH:30]4[O:31][CH:32]([C:42](=[O:43])[O:44][CH2:45][CH2:46][CH2:47][CH3:48])[CH:33]([C:35](=[O:36])[O:37][CH2:38][CH2:39][CH2:40][CH3:41])[O:34]4)[cH:28][cH:29]3)[cH:19][cH:20]2)[CH2:13][CH2:14]1. Starting materials: FC(C1=CC=C(C=C1)B(O)O)(F)F (4-trifluoromethylphenyl boronic acid), BrC1=C(C=CC(=C1)Cl)C (2-bromo-4-chloro-toluene), solution, C(=O)([O-])[O-].[Na+].[Na+] (Na2CO3). The reagents and catalysts are C=1C=CC(=CC1)[P](C=2C=CC=CC2)(C=3C=CC=CC3)[Pd]([P](C=4C=CC=CC4)(C=5C=CC=CC5)C=6C=CC=CC6)([P](C=7C=CC=CC7)(C=8C=CC=CC8)C=9C=CC=CC9)[P](C=1C=CC=CC1)(C=1C=CC=CC1)C=1C=CC=CC1 (Pd(PPh3)4). The solvent is CO (MeOH), C1(=CC=CC=C1)C (toluene). Conditions: time 0.25 hour. The product is ClC=1C=CC(=C(C1)C1=CC=C(C=C1)C(F)(F)F)C (5′-Chloro-2′-methyl-4-trifluoromethyl-biphenyl). The yield is 93.7%. RXN SMILES: Br[C:2]1[CH:7]=[C:6]([Cl:8])[CH:5]=[CH:4][C:3]=1[CH3:9].C([O-])([O-])=O.[Na+].[Na+].[F:16][C:17]([F:28])([F:27])[C:18]1[CH:23]=[CH:22][C:21](B(O)O)=[CH:20][CH:19]=1>C1(C)C=CC=CC=1.CO.C1C=CC([P]([Pd]([P](C2C=CC=CC=2)(C2C=CC=CC=2)C2C=CC=CC=2)([P](C2C=CC=CC=2)(C2C=CC=CC=2)C2C=CC=CC=2)[P](C2C=CC=CC=2)(C2C=CC=CC=2)C2C=CC=CC=2)(C2C=CC=CC=2)C2C=CC=CC=2)=CC=1>[Cl:8][C:6]1[CH:5]=[CH:4][C:3]([CH3:9])=[C:2]([C:21]2[CH:22]=[CH:23][C:18]([C:17]([F:28])([F:27])[F:16])=[CH:19][CH:20]=2)[CH:7]=1 |f:1.2.3,^1:41,43,62,81|. Reported procedure: To a solution of 2-bromo-4-chloro-toluene (20.5 g) in toluene (100 mL) was added Pd(PPh3)4 (1 g) and the mixture was stirred at room temperature under N2 for 0.25 hours. A 2M solution of Na2CO3 (100 mL) was then added, followed by the dropwise addition of 4-trifluoromethylphenyl boronic acid (19 g) in MeOH (100 mL). The resulting mixture was heated under reflux for 48 hours. The mixture was then cooled to room temperature and the phases were separated. The organic layer was then dried over Na2SO... Starting materials: Clc1cccc(CBr)c1Cl, C1CCOC1, CC1CN(c2nc3[nH]cnc(=O)c3s2)CCO1, C[Si](C)(C)[N-][Si](C)(C)C, [Li+]. Product: CC1CN(c2nc3c(s2)c(=O)ncn3Cc2cccc(Cl)c2Cl)CCO1. As a reaction SMILES: [Br:28][CH2:29][c:30]1[c:31]([Cl:37])[c:32]([Cl:36])[cH:33][cH:34][cH:35]1.[CH2:38]1[O:39][CH2:40][CH2:41][CH2:42]1.[CH3:11][CH:12]1[O:13][CH2:14][CH2:15][N:16]([c:18]2[s:19][c:20]3[c:21]([nH:22][cH:23][n:24][c:25]3=[O:26])[n:27]2)[CH2:17]1.[CH3:2][Si:3]([N-:4][Si:5]([CH3:6])([CH3:7])[CH3:8])([CH3:9])[CH3:10].[Li+:1]>>[CH3:11][CH:12]1[O:13][CH2:14][CH2:15][N:16]([c:18]2[s:19][c:20]3[c:21]([n:22]([CH2:29][c:30]4[c:31]([Cl:37])[c:32]([Cl:36])[cH:33][cH:34][cH:35]4)[cH:23][n:24][c:25]3=[O:26])[n:27]2)[CH2:17]1. The reactants are OCCC=1C=C(C#N)C=CC1 (3-(2-hydroxyethyl)benzonitrile), ClC1=NC(N2C(N(CCC2)C)=C1)=O (8-chloro-1-methyl-3,4-dihydro-1H-pyrimido[1,6-a]pyrimidin-6(2H)-one). Product: CN1C=2N(CCC1)C(N=C(C2)OCCC=2C=C(C#N)C=CC2)=O (3-[2-(1-Methyl-6-oxo-1,3,4,6-tetrahydro-2H-pyrimido[1,6-a]pyrimidin-8-yloxy)-ethyl]-benzonitrile). Reaction SMILES: [OH:1][CH2:2][CH2:3][C:4]1[CH:5]=[C:6]([CH:9]=[CH:10][CH:11]=1)[C:7]#[N:8].Cl[C:13]1[CH:23]=[C:17]2[N:18]([CH3:22])[CH2:19][CH2:20][CH2:21][N:16]2[C:15](=[O:24])[N:14]=1>>[CH3:22][N:18]1[CH2:19][CH2:20][CH2:21][N:16]2[C:15](=[O:24])[N:14]=[C:13]([O:1][CH2:2][CH2:3][C:4]3[CH:5]=[C:6]([CH:9]=[CH:10][CH:11]=3)[C:7]#[N:8])[CH:23]=[C:17]12. Procedure: The title compound or its salt was prepared by a procedure similar to that described for E11 starting from of 3-(2-hydroxyethyl)benzonitrile and 8-chloro-1-methyl-3,4-dihydro-1H-pyrimido[1,6-a]pyrimidin-6(2H)-one. The reactants are CS(=O)(=O)N1CC=C(c2ccc(Br)cc2)CC1, CC(C)c1cc(C(C)C)c(-c2ccccc2P(C(C)(C)C)C(C)(C)C)c(C(C)C)c1, CCOCC, [K+], O=C(C=Cc1ccccc1)C=Cc1ccccc1, O=C(C=Cc1ccccc1)C=Cc1ccccc1, O=C(C=Cc1ccccc1)C=Cc1ccccc1, [OH-], [Pd], [Pd]. Product: CS(=O)(=O)N1CC=C(c2ccc(O)cc2)CC1. Reaction SMILES: [Br:1][c:2]1[cH:3][cH:4][c:5]([C:8]2=[CH:13][CH2:12][N:11]([S:14](=[O:15])(=[O:16])[CH3:17])[CH2:10][CH2:9]2)[cH:6][cH:7]1.[C:20]([P:21]([C:22]([CH3:23])([CH3:24])[CH3:25])[c:26]1[cH:27][cH:28][cH:29][cH:30][c:31]1-[c:32]1[c:33]([CH:34]([CH3:35])[CH3:36])[cH:37][c:38]([CH:39]([CH3:40])[CH3:41])[cH:42][c:43]1[CH:44]([CH3:45])[CH3:46])([CH3:47])([CH3:48])[CH3:49].[CH3:106][CH2:107][O:108][CH2:109][CH3:110].[K+:19].[O:52]=[C:53]([CH:54]=[CH:55][c:56]1[cH:57][cH:58][cH:59][cH:60][cH:61]1)[CH:62]=[CH:63][c:64]1[cH:65][cH:66][cH:67][cH:68][cH:69]1.[O:70]=[C:71]([CH:72]=[CH:73][c:74]1[cH:75][cH:76][cH:77][cH:78][cH:79]1)[CH:80]=[CH:81][c:82]1[cH:83][cH:84][cH:85][cH:86][cH:87]1.[O:88]=[C:89]([CH:90]=[CH:91][c:92]1[cH:93][cH:94][cH:95][cH:96][cH:97]1)[CH:98]=[CH:99][c:100]1[cH:101][cH:102][cH:103][cH:104][cH:105]1.[OH-:18].[Pd:50].[Pd:51]>>[c:2]1([OH:18])[cH:3][cH:4][c:5]([C:8]2=[CH:13][CH2:12][N:11]([S:14](=[O:15])(=[O:16])[CH3:17])[CH2:10][CH2:9]2)[cH:6][cH:7]1.